Dataset: the Open Reaction Database (ORD), a public repository of structured organic reaction records. Task: describe an organic reaction: reactants, conditions, products, and yield Isolated yield 9.9%. Reactants: O (Water), C(C)(C)(C)OC(NC(CNC(=O)C=1C(=NN2C1C=C(C=C2OCC2=NC=CC=C2F)C)C)(CCC)C)=O (rac-{1-[({7-[(3-Fluoropyridin-2-yl)methoxy]-2,5-dimethylpyrazolo[1,5-a]pyridin-3-yl}carbonyl)amino]-2-methylpentan-2-yl}carbamic Acid tert-butyl Ester), [OH-].[Na+] (sodium hydroxide). As a reaction SMILES: C(OC(=O)[NH:7][C:8]([CH3:36])([CH2:33][CH2:34][CH3:35])[CH2:9][NH:10][C:11]([C:13]1[C:14]([CH3:32])=[N:15][N:16]2[C:21]([O:22][CH2:23][C:24]3[C:29]([F:30])=[CH:28][CH:27]=[CH:26][N:25]=3)=[CH:20][C:19]([CH3:31])=[CH:18][C:17]=12)=[O:12])(C)(C)C.O.[OH-].[Na+]>FC(F)(F)C(O)=O>[NH2:7][C:8]([CH3:36])([CH2:33][CH2:34][CH3:35])[CH2:9][NH:10][C:11]([C:13]1[C:14]([CH3:32])=[N:15][N:16]2[C:21]([O:22][CH2:23][C:24]3[C:29]([F:30])=[CH:28][CH:27]=[CH:26][N:25]=3)=[CH:20][C:19]([CH3:31])=[CH:18][C:17]=12)=[O:12] |f:2.3|. The product is NC(CNC(=O)C=1C(=NN2C1C=C(C=C2OCC2=NC=CC=C2F)C)C)(CCC)C (rac-N-(2-Amino-2-methylpentyl)-7-[(3-fluoropyridin-2-yl)methoxy]-2,5-dimethylpyrazolo[1,5-a]pyridine-3-carboxamide). The solvent is FC(C(=O)O)(F)F (trifluoroacetic acid). Run at temperature 50 celsius. Procedure: 20 mg (0.039 mmol) of rac-{1-[({7-[(3-fluoropyridin-2-yl)methoxy]-2,5-dimethylpyrazolo[1,5-a]pyridin-3-yl}carbonyl)amino]-2-methylpentan-2-yl}carbamic acid tert-butyl ester (Example 144A) were dissolved in 1 ml of trifluoroacetic acid. The reaction mixture was heated to 50° C. for 1 hour. Water was added, and the pH was adjusted to −9 with 2 N sodium hydroxide solution. The aqueous phase was extracted with dichloromethane, separated off and concentrated under reduced pressure. The residue was pu...